From a dataset of the Open Reaction Database (ORD), a public repository of structured organic reaction records. describe an organic reaction: reactants, conditions, products, and yield Starting materials: CC(CCC)NC1=CC2=C(N=CN2)C=C1 (N-(pentan-2-yl)benzimidazol-5-amine), CSC1=CC=C(CBr)C=C1 (4-methylthiobenzylbromide), C(=O)([O-])[O-].[K+].[K+] (K2CO3). The product is CSC1=CC=C(CN(C2=CC3=C(NC=N3)C=C2)C(C)CCC)C=C1 (N-(4-(Methylthio)benzyl)-N-(pentan-2-yl)-1H-benzo[d]imidazol-5-amine). RXN SMILES: [CH3:1][CH:2]([NH:6][C:7]1[CH:15]=[CH:14][C:10]2[N:11]=[CH:12][NH:13][C:9]=2[CH:8]=1)[CH2:3][CH2:4][CH3:5].[CH3:16][S:17][C:18]1[CH:25]=[CH:24][C:21]([CH2:22]Br)=[CH:20][CH:19]=1.C([O-])([O-])=O.[K+].[K+]>>[CH3:16][S:17][C:18]1[CH:25]=[CH:24][C:21]([CH2:22][N:6]([CH:2]([CH2:3][CH2:4][CH3:5])[CH3:1])[C:7]2[CH:15]=[CH:14][C:10]3[NH:11][CH:12]=[N:13][C:9]=3[CH:8]=2)=[CH:20][CH:19]=1 |f:2.3.4|. Procedure: The compound was synthesized starting from N-(pentan-2-yl)benzimidazol-5-amine (102 mg; 0.5 mmol; 1 eq.), 4-methylthiobenzylbromide (120 mg; 0.55 mmol; 1.1 eq.) and K2CO3 (76 mg; 0.55 mmol; 1.1 eq.) according to method 6; Yield: 0.038 g (22.4%); MS m/z: 340.3 [M+H]+; 1H-NMR (400 MHz, DMSO d6): δ 0.85-0.89 (m, 3H); 1.12 (d, 3H, 3J=6.6 Hz); 1.33-1.47 (m, 3H); 1.61-1.68 (m, 1H); 2.40 (s, 3H); 3.92-3.94 (m, 1H, CH3—N—CH—C3H7); 4.30 (s, 2H); 6.77-6.79 (m, 2H); 7.13-7.15 (m, 2H); 7.23-7.25 (m, 2H); 7....